From a dataset of the Open Reaction Database (ORD), a public repository of structured organic reaction records. describe an organic reaction: reactants, conditions, products, and yield Starting materials: [Mg] (Magnesium), S(O)(O)(=O)=O (sulphuric acid), FC1=CC=C(C(=O)C2=CC=C(C=C2)S(=O)(=O)C)C=C1 (4-fluoro-4′-methanesulphonylbenzophenone), BrC1C(=O)OCC1 (α-bromo-γ-butyrolactone). The reagents and catalysts are IC (iodomethane). Solvent: O1CCCC1 (tetrahydrofuran), O1CCCC1 (tetrahydrofuran). The product is FC1=CC=C(C=C1)C(C1=CC=C(C=C1)S(=O)(=O)C)(O)C1C(OCC1)=O (3-[1-(4-fluorophenyl)-1-hydroxy-1-(4-methanesulphonylphenyl)methyl]dihydrofuran-2-one). As a reaction SMILES: [Mg].[F:2][C:3]1[CH:20]=[CH:19][C:6]([C:7]([C:9]2[CH:14]=[CH:13][C:12]([S:15]([CH3:18])(=[O:17])=[O:16])=[CH:11][CH:10]=2)=[O:8])=[CH:5][CH:4]=1.Br[CH:22]1[CH2:27][CH2:26][O:25][C:23]1=[O:24].S(=O)(=O)(O)O>IC.O1CCCC1>[F:2][C:3]1[CH:20]=[CH:19][C:6]([C:7]([CH:22]2[CH2:27][CH2:26][O:25][C:23]2=[O:24])([OH:8])[C:9]2[CH:14]=[CH:13][C:12]([S:15]([CH3:18])(=[O:17])=[O:16])=[CH:11][CH:10]=2)=[CH:5][CH:4]=1. Procedure: Magnesium turnings (3.5 g) are covered with anhydrous tetrahydrofuran, and a few drops of iodomethane are added. As soon as the reaction has started, a mixture of 24.6 g of 4-fluoro-4′-methanesulphonylbenzophenone and 8.1 ml of α-bromo-γ-butyrolactone in 250 ml of anhydrous tetrahydrofuran is run in dropwise so as to maintain a gentle reflux. When the addition is complete, the reaction medium is cooled and then run into a mixture of ice and 10% dilute sulphuric acid. The organic phase is extract...